Dataset: the Open Reaction Database (ORD), a public repository of structured organic reaction records. Task: describe an organic reaction: reactants, conditions, products, and yield Starting materials: C(C1=CC=CC=C1)OC=1C=C2C=3C(=C(N=CC3N(C2=CC1)S(=O)(=O)C1=CC=C(C)C=C1)C(C)=O)COC (6-benzyloxy-4-methoxymethyl-3-acetyl-9-tosyl-β-carboline), [Br-].[Br-].[Br-].C1(=CC=CC=C1)[N+](C)(C)C.C1(=CC=CC=C1)[N+](C)(C)C.C1(=CC=CC=C1)[N+](C)(C)C (phenyltrimethylammonium tribromide). Solvent: O1CCCC1 (tetrahydrofuran). Product: C(C1=CC=CC=C1)OC=1C=C2C=3C(=C(N=CC3N(C2=CC1)S(=O)(=O)C1=CC=C(C)C=C1)C(CBr)=O)COC (6-benzyloxy-3-bromoacetyl-4-methoxymethyl-9-tosyl-β-carboline). Reaction SMILES: [CH2:1]([O:8][C:9]1[CH:10]=[C:11]2[C:19](=[CH:20][CH:21]=1)[N:18]([S:22]([C:25]1[CH:31]=[CH:30][C:28]([CH3:29])=[CH:27][CH:26]=1)(=[O:24])=[O:23])[C:17]1[CH:16]=[N:15][C:14]([C:32](=[O:34])[CH3:33])=[C:13]([CH2:35][O:36][CH3:37])[C:12]2=1)[C:2]1[CH:7]=[CH:6][CH:5]=[CH:4][CH:3]=1.[Br-:38].[Br-].[Br-].C1([N+](C)(C)C)C=CC=CC=1.C1([N+](C)(C)C)C=CC=CC=1.C1([N+](C)(C)C)C=CC=CC=1>O1CCCC1>[CH2:1]([O:8][C:9]1[CH:10]=[C:11]2[C:19](=[CH:20][CH:21]=1)[N:18]([S:22]([C:25]1[CH:26]=[CH:27][C:28]([CH3:29])=[CH:30][CH:31]=1)(=[O:24])=[O:23])[C:17]1[CH:16]=[N:15][C:14]([C:32](=[O:34])[CH2:33][Br:38])=[C:13]([CH2:35][O:36][CH3:37])[C:12]2=1)[C:2]1[CH:7]=[CH:6][CH:5]=[CH:4][CH:3]=1 |f:1.2.3.4.5.6|. Procedure: 2.29 g of 6-benzyloxy-4-methoxymethyl-3-acetyl-9-tosyl-β-carboline is stirred with the double molar amount of phenyltrimethylammonium tribromide in 100 ml of absolute tetrahydrofuran for 4 days at room temperature. The reaction mixture is evaporated to dryness, taken up in methylene chloride, washed with saturated NaCl solution, dried on Sikkon and concentrated by evaporation. The crude product is chromatographed on silica gel (cyclohexane/ethyl acetate=8+2). 1.9 g of 6-benzyloxy-3-bromoacetyl-4...